describe an organic reaction: reactants, conditions, products, and yield From a dataset of the Open Reaction Database (ORD), a public repository of structured organic reaction records. Starting materials: C[Si](C)(C)C=[N+]=[N-] (Trimethylsilyldiazomethane), N1=CC=NC2=CC(=CC=C12)CC(=O)O (quinoxalin-6-yl-acetic acid). Solvent: C1(=CC=CC=C1)C.CO (toluene methanol). Product: COC(CC=1C=C2N=CC=NC2=CC1)=O (quinoxalin-6-yl-acetic acid methyl ester). As a reaction SMILES: [CH3:1][Si](C=[N+]=[N-])(C)C.[N:8]1[C:17]2[C:12](=[CH:13][C:14]([CH2:18][C:19]([OH:21])=[O:20])=[CH:15][CH:16]=2)[N:11]=[CH:10][CH:9]=1>C1(C)C=CC=CC=1.CO>[CH3:1][O:20][C:19](=[O:21])[CH2:18][C:14]1[CH:13]=[C:12]2[C:17](=[CH:16][CH:15]=1)[N:8]=[CH:9][CH:10]=[N:11]2 |f:2.3|. Reported procedure: Trimethylsilyldiazomethane [2.0M in hexanes] (0.08 mL) was added dropwise to a solution of quinoxalin-6-yl-acetic acid (0.030 g, 0.159 mmol) in toluene/methanol [8/1] (0.5 mL) and stirred until the bubbling stopped. The reaction was then evaporated and the crude product was purified via silica gel column chromatography in hexane:ethyl acetate (1:1) to give 0.013 g of quinoxalin-6-yl-acetic acid methyl ester. This was added to a solution of hydrazine (0.10 mL) in methanol and stirred at room temp...